The task is: describe an organic reaction: reactants, conditions, products, and yield. This data is from the Open Reaction Database (ORD), a public repository of structured organic reaction records. Reactants: CC1(C(N(CS1)CCCCBr)=O)C (5,5-dimethyl-3-(4-bromobutyl)-4-thiazolidinone), N1=C(C=CC2=CC=CC=C12)N1CCNCC1 (1-(2-quinolinyl)piperazine), C(=O)([O-])[O-].[K+].[K+] (K2CO3), [Na+].[I-] (NaI), [Br-] (bromide). The solvent is C(C)#N (acetonitrile), CO.CCOC(=O)C (MeOH EtOAc), C(C)(=O)OCC (ethyl acetate). Run at temperature 95 celsius, time 44 hour. Product: CC1(C(N(CS1)CCCCN1CCN(CC1)C1=NC2=CC=CC=C2C=C1)=O)C (5,5-Dimethyl-3-[4-[1-(2-quinolinyl)-4-piperazinyl]butyl]-4-thiazolidinone). The yield is 67.1%. RXN SMILES: [CH3:1][C:2]1([CH3:13])[S:6][CH2:5][N:4]([CH2:7][CH2:8][CH2:9][CH2:10]Br)[C:3]1=[O:12].[N:14]1[C:23]2[C:18](=[CH:19][CH:20]=[CH:21][CH:22]=2)[CH:17]=[CH:16][C:15]=1[N:24]1[CH2:29][CH2:28][NH:27][CH2:26][CH2:25]1.C([O-])([O-])=O.[K+].[K+].[Na+].[I-].[Br-]>C(OCC)(=O)C.CO.CCOC(C)=O.C(#N)C>[CH3:1][C:2]1([CH3:13])[S:6][CH2:5][N:4]([CH2:7][CH2:8][CH2:9][CH2:10][N:27]2[CH2:28][CH2:29][N:24]([C:15]3[CH:16]=[CH:17][C:18]4[C:23](=[CH:22][CH:21]=[CH:20][CH:19]=4)[N:14]=3)[CH2:25][CH2:26]2)[C:3]1=[O:12] |f:2.3.4,5.6,9.10|. Procedure: A mixture of 5,5-dimethyl-3-(4-bromobutyl)-4-thiazolidinone (4.20 g), 1-(2-quinolinyl)piperazine (3.70 g), K2CO3 (6.55 g), NaI (200 mg) and acetonitrile (150 mL) was heated at reflux (bath temperature 95° C.) under N2 for 20 h. TLC analysis (silica gel, 10% MeOH/EtOAc) showed the absence of starting bromide and the formation of a major product, Rf =0.31. The reaction mixture was cooled to room temperature and left standing for 44 h. To this was added ethyl acetate (100 ml) and the resultant mixt... Reactants: NC=1NC(C2=C(N1)N(C=C2I)C)=O (2-amino-5-iodo-7-methyl-3,7-dihydro-4H-pyrrolo[2,3-d]pyrimidin-4-one), [H-].[Na+] (sodium hydride), IC (iodomethane). The solvent is CN(C=O)C (N,N-dimethylformamide), O (water). Conditions: time 1 hour. The product is NC=1N(C(C2=C(N1)N(C=C2I)C)=O)C (2-Amino-5-iodo-3,7-dimethyl-3,7-dihydro-4H-pyrrolo[2,3-d]pyrimidin-4-one). The yield is 76.2%. As a reaction SMILES: [NH2:1][C:2]1[NH:3][C:4](=[O:13])[C:5]2[C:10]([I:11])=[CH:9][N:8]([CH3:12])[C:6]=2[N:7]=1.[H-].[Na+].I[CH3:17]>CN(C)C=O.O>[NH2:1][C:2]1[N:3]([CH3:17])[C:4](=[O:13])[C:5]2[C:10]([I:11])=[CH:9][N:8]([CH3:12])[C:6]=2[N:7]=1 |f:1.2|. Procedure details: To a solution of 2-amino-5-iodo-7-methyl-3,7-dihydro-4H-pyrrolo[2,3-d]pyrimidin-4-one (15.4 g, 53.1 mmol) in N,N-dimethylformamide (150 ml) was added sodium hydride (66% dispersion in oil, 1.93 g, 53.1 mmol) and iodomethane (3.31 ml, 53.1 mmol) at 0° C., and the mixture was stirred at the same temperature for 1 hour. The reaction mixture was diluted with water and extracted with ethyl acetate (×2) and ethyl acetate-tetrahydrofuran (×2). The combined organic layer was dried over sodium sulfate an... Reactants: 35, desoxybenzanisoins, C1(=CC=CC=C1)CC(=O)Cl (phenylacetyl chloride), C1(=CC=CC=C1)OC (anisole), CCS.[Al+3].[Cl-].[Cl-].[Cl-] (EtSH AlCl3). Run in [Cl-].[Al+3].[Cl-].[Cl-] (aluminum chloride), C(=S)=S (carbon disulfide). Yields the product Compound 32, C1C=CC2=CC=CC=C12 (indene). RXN SMILES: [C:1]1([CH2:7][C:8](Cl)=O)[CH:6]=[CH:5][CH:4]=[CH:3][CH:2]=1.[C:11]1(OC)C=CC=CC=1.CCS.[Al+3].[Cl-].[Cl-].[Cl-]>C(=S)=S.[Cl-].[Al+3].[Cl-].[Cl-]>[CH2:11]1[C:6]2[C:1](=[CH:2][CH:3]=[CH:4][CH:5]=2)[CH:7]=[CH:8]1 |f:2.3.4.5.6,8.9.10.11|. Procedure details: Treatment of p-methoxydeoxybenzoic (32) (FIG. 4) with PCl5 in refluxing benzene provided p-methoxy-α'-chlorostilbene 33 (Nagano, 1955), which underwent Friedel-Crafts conditions with anisole to furnish the triarylethylene 34. The carbonyl group in deoxybenzoic 32 was converted to a gem-dichloride intermediate, using phosphorus pentachloride, and with the subsequent elimination of HCl, the vinyl chloride 33 was obtained. Compound 32 was prepared using Friedel-Crafts conditions involving phenylace... Reactants: CC(C)O, FC(F)Cl, Nc1c(Br)cc(Br)cc1S(=O)O, [Na+], [OH-], O. The product is Nc1c(Br)cc(Br)cc1S(=O)(=O)C(F)F. As a reaction SMILES: [CH:18]([OH:19])([CH3:20])[CH3:21].[Cl:14][CH:15]([F:16])[F:17].[NH2:1][c:2]1[c:3]([S:10](=[O:11])[OH:12])[cH:4][c:5]([Br:9])[cH:6][c:7]1[Br:8].[Na+:23].[OH-:22].[OH2:13]>>[NH2:1][c:2]1[c:3]([S:10](=[O:11])(=[O:12])[CH:15]([F:16])[F:17])[cH:4][c:5]([Br:9])[cH:6][c:7]1[Br:8]. The reactants are 19, ClC=1C=C(C=CC1)C(CC1CCN(CC1)C(=O)OCC)=O (ethyl 4-[2-(3-chlorophenyl)-2-oxoethyl]-1-piperidinecarboxylate), Br (hydrobromic acid). Solvent: O (water). The product is 17.5, Br.ClC=1C=C(C=CC1)C(CC1CCNCC1)=O (1-(3-chlorophenyl)-2-(4-piperidinyl)ethanone hydrobromide). Yield: 90.0%. As a reaction SMILES: [Cl:1][C:2]1[CH:3]=[C:4]([C:8](=[O:21])[CH2:9][CH:10]2[CH2:15][CH2:14][N:13](C(OCC)=O)[CH2:12][CH2:11]2)[CH:5]=[CH:6][CH:7]=1.[BrH:22]>O>[BrH:22].[Cl:1][C:2]1[CH:3]=[C:4]([C:8](=[O:21])[CH2:9][CH:10]2[CH2:11][CH2:12][NH:13][CH2:14][CH2:15]2)[CH:5]=[CH:6][CH:7]=1 |f:3.4|. Procedure: A mixture of 19 parts of ethyl 4-[2-(3-chlorophenyl)-2-oxoethyl]-1-piperidinecarboxylate and 120 parts of a hydrobromic acid solution 48% in water is stirred and refluxed for 2 hours. The reaction mixture is evaporated and the solid residue is boiled in 2-propanol. The product is filtered off after cooling, washed with 2-propanol and dried in vacuo, yielding 17.5 parts (90%) of 1-(3-chlorophenyl)-2-(4-piperidinyl)ethanone hydrobromide; mp. 214.1° C. Yields the product C[n+]1ccc(C2=Cc3ccccc3Oc3ccc(Br)cc32)cc1, [I-]. The reactants are Brc1ccc2c(c1)C(c1ccncc1)=Cc1ccccc1O2, CI, CC#N. As a reaction SMILES: [Br:1][c:2]1[cH:3][cH:4][c:5]2[c:6]([cH:22]1)[C:7]([c:16]1[cH:17][cH:18][n:19][cH:20][cH:21]1)=[CH:8][c:9]1[c:10]([cH:12][cH:13][cH:14][cH:15]1)[O:11]2.[CH3:23][I:24].[CH3:25][C:26]#[N:27]>>[Br:1][c:2]1[cH:3][cH:4][c:5]2[c:6]([cH:22]1)[C:7]([c:16]1[cH:17][cH:18][n+:19]([CH3:23])[cH:20][cH:21]1)=[CH:8][c:9]1[c:10]([cH:12][cH:13][cH:14][cH:15]1)[O:11]2.[I-:24]. Reactants: Brc1ccccc1, CCC(=O)c1ccccc1, CC(C)(C)[O-], [Na+], CC(=O)[O-], CC(=O)[O-], C1CCOC1, O, [Pd+2]. The product is CC(C(=O)c1ccccc1)c1ccccc1. RXN SMILES: [Br:12][c:13]1[cH:14][cH:15][cH:16][cH:17][cH:18]1.[CH3:19][CH2:20][C:21](=[O:22])[c:23]1[cH:24][cH:25][cH:26][cH:27][cH:28]1.[CH3:1][C:2]([CH3:3])([O-:4])[CH3:5].[Na+:6].[O-:30][C:31]([CH3:32])=[O:33].[O-:34][C:35]([CH3:36])=[O:37].[O:7]1[CH2:8][CH2:9][CH2:10][CH2:11]1.[OH2:38].[Pd+2:29]>>[c:13]1([CH:20]([CH3:19])[C:21](=[O:22])[c:23]2[cH:24][cH:25][cH:26][cH:27][cH:28]2)[cH:14][cH:15][cH:16][cH:17][cH:18]1.